This data is from the Open Reaction Database (ORD), a public repository of structured organic reaction records. The task is: describe an organic reaction: reactants, conditions, products, and yield Starting materials: OCC(=O)C1=CNC2=CC=C(C=C12)OCC1=CC=CC=C1 (3-hydroxyacetyl-5-(benzyloxy)indole). Reagents/catalysts: O.C(C)(=O)[O-].[Cu+2].C(C)(=O)[O-] (copper(II) acetate monohydrate). Solvent: C(C)O (ethanol), C(C)(=O)O (acetic acid). Yields the product C(C=O)(=O)C1=CNC2=CC=C(C=C12)OCC1=CC=CC=C1 (3-glyoxalyl-5-(benzyloxy)indole). Reaction SMILES: [OH:1][CH2:2][C:3]([C:5]1[C:13]2[C:8](=[CH:9][CH:10]=[C:11]([O:14][CH2:15][C:16]3[CH:21]=[CH:20][CH:19]=[CH:18][CH:17]=3)[CH:12]=2)[NH:7][CH:6]=1)=[O:4]>C(O)C.C(O)(=O)C.O.C([O-])(=O)C.[Cu+2].C([O-])(=O)C>[C:3]([C:5]1[C:13]2[C:8](=[CH:9][CH:10]=[C:11]([O:14][CH2:15][C:16]3[CH:21]=[CH:20][CH:19]=[CH:18][CH:17]=3)[CH:12]=2)[NH:7][CH:6]=1)(=[O:4])[CH:2]=[O:1] |f:3.4.5.6|. Procedure: A solution of 20 in ethanol was treated with copper(II) acetate monohydrate in 50% aqueous acetic acid as described above for 15. Work-up gave nearly pure 3-glyoxalyl-5-(benzyloxy)indole 21. The reactants are COC(=O)C=1N=C(C2=CC(=CC=C2C1O)OC1=CC2=CC=CC=C2C=C1)C#N (1-Cyano-4-hydroxy-7-(naphthalen-2-yloxy)-isoquinoline-3-carboxylic acid methyl ester), NCC(C(=O)OCC)(C)C (ethyl 3-amino-2,2-dimethylpropanoate). Solvent: CCO (EtOH). Yields the product C(C)OC(C(CNC(=O)C=1N=C(C2=CC(=CC=C2C1O)OC1=CC2=CC=CC=C2C=C1)C#N)(C)C)=O (3-{[1-Cyano-4-hydroxy-7-(naphthalen-2-yloxy)-isoquinoline-3-carbonyl]-amino}-2,2-dimethyl-propionic acid ethyl ester). Reaction SMILES: C[O:2][C:3]([C:5]1[N:6]=[C:7]([C:27]#[N:28])[C:8]2[C:13]([C:14]=1[OH:15])=[CH:12][CH:11]=[C:10]([O:16][C:17]1[CH:26]=[CH:25][C:24]3[C:19](=[CH:20][CH:21]=[CH:22][CH:23]=3)[CH:18]=1)[CH:9]=2)=O.[NH2:29][CH2:30][C:31]([CH3:38])([CH3:37])[C:32]([O:34][CH2:35][CH3:36])=[O:33]>CCO>[CH2:35]([O:34][C:32](=[O:33])[C:31]([CH3:38])([CH3:37])[CH2:30][NH:29][C:3]([C:5]1[N:6]=[C:7]([C:27]#[N:28])[C:8]2[C:13]([C:14]=1[OH:15])=[CH:12][CH:11]=[C:10]([O:16][C:17]1[CH:26]=[CH:25][C:24]3[C:19](=[CH:20][CH:21]=[CH:22][CH:23]=3)[CH:18]=1)[CH:9]=2)=[O:2])[CH3:36]. Reported procedure: 1-Cyano-4-hydroxy-7-(naphthalen-2-yloxy)-isoquinoline-3-carboxylic acid methyl ester (15 mg, 0.04 mmol) and ethyl 3-amino-2,2-dimethylpropanoate (24 mg, 0.16 mmol) in EtOH (3 mL) were heated at 150° C. in a microwave for 1.5 hours. The solvent was removed in vacuo and the residue oil was purified by flash chromatography (0-50% EtOAc/hexanes) to give the title compound in 18 mg. MS: (−) m/z 482.36 (M−1). The reactants are C1=CC=C2C(=C1)C(=O)C(C2=O)(O)O (ninhydrin), Cl.FC=1C=C(C=CC1)NC(NN)=O (4-(3-fluorophenyl)-semicarbazide hydrochloride). Yields the product FC=1C=C(C=CC1)NC(NN=C1CC2=CC=CC=C2C1)=O (2-[4-(3-fluorophenyl)-semicarbazono]indan). Reaction SMILES: [CH:1]1[CH:6]=[C:5]2[C:7]([C:9](O)(O)[C:10](=O)[C:4]2=[CH:3][CH:2]=1)=O.Cl.[F:15][C:16]1[CH:17]=[C:18]([NH:22][C:23](=[O:26])[NH:24][NH2:25])[CH:19]=[CH:20][CH:21]=1>>[F:15][C:16]1[CH:17]=[C:18]([NH:22][C:23](=[O:26])[NH:24][N:25]=[C:9]2[CH2:7][C:5]3[C:4](=[CH:3][CH:2]=[CH:1][CH:6]=3)[CH2:10]2)[CH:19]=[CH:20][CH:21]=1 |f:1.2|. Procedure: ninhydrin, 4-(3-fluorophenyl)-semicarbazide hydrochloride The reactants are N[C@H]1[C@H](CCCC1)NC(OC(C)(C)C)=O (tert-butyl (1S,2R)-2-aminocyclohexylcarbamate), N1(N=NC2=C1C=CC=C2)OC2=NC=C(C(=N2)NC2=CC(=C(C=C2)N2N=CC=C2)F)C(=O)N (2-(1H-benzo[d][1,2,3]triazol-1-yloxy)-4-(3-fluoro-4-(1H-pyrazol-1-yl)phenylamino)pyrimidine-5-carboxamide), O (water), CCN(C(C)C)C(C)C (DIEA). Run in CN1CCCC1=O (NMP). Run at time 8 hour. The product is N[C@@H]1[C@@H](CCCC1)NC1=NC=C(C(=N1)NC1=CC(=C(C=C1)N1N=CC=C1)F)C(=O)N (2-((1R,2S)-2-aminocyclohexylamino)-4-(3-fluoro-4-(1H-pyrazol-1-yl)phenylamino)pyrimidine-5-carboxamide). The yield is 58.8%. RXN SMILES: [NH2:1][C@@H:2]1[CH2:7][CH2:6][CH2:5][CH2:4][C@@H:3]1[NH:8][C:9](=O)OC(C)(C)C.N1(OC2[N:31]=[C:30]([NH:32][C:33]3[CH:38]=[CH:37][C:36]([N:39]4[CH:43]=[CH:42][CH:41]=[N:40]4)=[C:35]([F:44])[CH:34]=3)[C:29]([C:45]([NH2:47])=[O:46])=[CH:28][N:27]=2)C2C=CC=CC=2N=N1.CCN(C(C)C)C(C)C.O>CN1C(=O)CCC1>[NH2:1][C@H:2]1[CH2:7][CH2:6][CH2:5][CH2:4][C@H:3]1[NH:8][C:9]1[N:31]=[C:30]([NH:32][C:33]2[CH:38]=[CH:37][C:36]([N:39]3[CH:43]=[CH:42][CH:41]=[N:40]3)=[C:35]([F:44])[CH:34]=2)[C:29]([C:45]([NH2:47])=[O:46])=[CH:28][N:27]=1. Procedure details: A solution of tert-butyl (1S,2R)-2-aminocyclohexylcarbamate (0.30 M in NMP, 2.00 mL, 0.600 mmol) in NMP (2 mL) was added to 2-(1H-benzo[d][1,2,3]triazol-1-yloxy)-4-(3-fluoro-4-(1H-pyrazol-1-yl)phenylamino)pyrimidine-5-carboxamide (184 mg, 0.427 mmol). DIEA (0.150 mL, 0.863 mmol) was also added. The mixture was stirred at 90 C overnight. After being cooled to room temperature, water was added to induce precipitation. The precipitate was collected, then dissolved in CH2Cl2 (5 mL) and TFA (4 mL). T... Reactants: CC(c1ccccc1)N1CC(C2(NC(=O)OC(C)(C)C)CC2)CC1=O, CCI, CN(C)C=O, CCOC(C)=O, [Cl-], [H-], [NH4+], [Na+]. Yields the product CCN(C(=O)OC(C)(C)C)C1(C2CC(=O)N(C(C)c3ccccc3)C2)CC1. RXN SMILES: [C:1]([CH3:2])([CH3:3])([CH3:4])[O:5][C:6](=[O:7])[NH:8][C:9]1([CH:12]2[CH2:13][C:14](=[O:25])[N:15]([CH:17]([CH3:18])[c:19]3[cH:20][cH:21][cH:22][cH:23][cH:24]3)[CH2:16]2)[CH2:10][CH2:11]1.[CH2:28]([CH3:29])[I:30].[CH3:33][N:34]([CH3:35])[CH:36]=[O:37].[CH3:38][CH2:39][O:40][C:41](=[O:42])[CH3:43].[Cl-:31].[H-:26].[NH4+:32].[Na+:27]>>[C:1]([CH3:2])([CH3:3])([CH3:4])[O:5][C:6](=[O:7])[N:8]([C:9]1([CH:12]2[CH2:13][C:14](=[O:25])[N:15]([CH:17]([CH3:18])[c:19]3[cH:20][cH:21][cH:22][cH:23][cH:24]3)[CH2:16]2)[CH2:10][CH2:11]1)[CH2:28][CH3:29]. Starting materials: O=c1n(Cl)c(=O)n(Cl)c(=O)n1Cl, ClCCl, COC(=O)C(C)(C)CO. Yields the product COC(=O)C(C)(C)C=O. RXN SMILES: [Cl:10][n:11]1[c:12](=[O:13])[n:14]([Cl:15])[c:16](=[O:17])[n:18]([Cl:19])[c:20]1=[O:21].[Cl:22][CH2:23][Cl:24].[OH:1][CH2:2][C:3]([C:4](=[O:5])[O:6][CH3:7])([CH3:8])[CH3:9]>>[O:1]=[CH:2][C:3]([C:4](=[O:5])[O:6][CH3:7])([CH3:8])[CH3:9]. The reactants are solution, C(C)[Mg]Br (ethylmagnesium bromide), C(CCC)C=1N(C(=C(N1)C#N)C#N)C(C1=CC=CC=C1)(C1=CC=CC=C1)C1=CC=CC=C1 (2-butyl-1-tritylimidazole-4,5-dinitrile), [Cl-].[NH4+] (ammonium chloride), C(C)(=O)OCC (ethyl acetate). Solvent: C(C)OCC (diethyl ether), O1CCCC1 (tetrahydrofuran). Reaction conditions: time 3 hour. Yields the product C(CCC)C=1N(C(=C(N1)C(CC)=O)C#N)C(C1=CC=CC=C1)(C1=CC=CC=C1)C1=CC=CC=C1 (2-Butyl-5-cyano-4-propionyl-1-tritylimidazole). RXN SMILES: [CH2:1]([Mg]Br)[CH3:2].[CH2:5]([C:9]1[N:10]([C:18]([C:31]2[CH:36]=[CH:35][CH:34]=[CH:33][CH:32]=2)([C:25]2[CH:30]=[CH:29][CH:28]=[CH:27][CH:26]=2)[C:19]2[CH:24]=[CH:23][CH:22]=[CH:21][CH:20]=2)[C:11]([C:16]#[N:17])=[C:12]([C:14]#N)[N:13]=1)[CH2:6][CH2:7][CH3:8].[Cl-].[NH4+].C(OCC)(=[O:41])C>C(OCC)C.O1CCCC1>[CH2:5]([C:9]1[N:10]([C:18]([C:19]2[CH:24]=[CH:23][CH:22]=[CH:21][CH:20]=2)([C:25]2[CH:30]=[CH:29][CH:28]=[CH:27][CH:26]=2)[C:31]2[CH:36]=[CH:35][CH:34]=[CH:33][CH:32]=2)[C:11]([C:16]#[N:17])=[C:12]([C:14](=[O:41])[CH2:1][CH3:2])[N:13]=1)[CH2:6][CH2:7][CH3:8] |f:2.3|. Procedure: 14 ml of a 3M solution of ethylmagnesium bromide in diethyl ether were added dropwise at 10° C. under an atmosphere of nitrogen to a solution of 8.33 g of 2-butyl-1-tritylimidazole-4,5-dicarbonitrile [prepared as described in Preparation 5(i)] in 83 ml of tetrahydrofuran, and the resulting mixture was stirred at room temperature for 3 hours. At the end of this time, a mixture of a saturated aqueous solution of ammonium chloride and ethyl acetate was added to the reaction mixture, whilst ice-cool...